From a dataset of the Open Reaction Database (ORD), a public repository of structured organic reaction records. describe an organic reaction: reactants, conditions, products, and yield The reactants are ClC=1C=C(C=CC1Cl)B(O)O (3,4-dichlorophenylboronic acid), BrC=1C=CC(=C(C#N)C1)NC1=CC(=CC=C1)CO[Si](C(C)C)(C(C)C)C(C)C (5-bromo-2-(3-((triisopropylsilyloxy)methyl)phenylamino)benzonitrile), C1(=CC=CC=C1)C (toluene), C([O-])([O-])=O.[Na+].[Na+] (sodium carbonate). Reagents/catalysts: C=1C=CC(=CC1)[P](C=2C=CC=CC2)(C=3C=CC=CC3)[Pd]([P](C=4C=CC=CC4)(C=5C=CC=CC5)C=6C=CC=CC6)([P](C=7C=CC=CC7)(C=8C=CC=CC8)C=9C=CC=CC9)[P](C=1C=CC=CC1)(C=1C=CC=CC1)C=1C=CC=CC1 (tetrakis(triphenylphosphine)palladium(0)). The solvent is CO (MeOH), O (water), CCOC(=O)C (EtOAc). Product: ClC=1C=C(C=CC1Cl)C1=CC(=C(C=C1)NC1=CC(=CC=C1)CO[Si](C(C)C)(C(C)C)C(C)C)C#N (3′,4′-dichloro-4-(3-((triisopropylsilyloxy)methyl)phenylamino)-biphenyl-3-carbonitrile). Yield: 54.2%. RXN SMILES: Br[C:2]1[CH:3]=[CH:4][C:5]([NH:10][C:11]2[CH:16]=[CH:15][CH:14]=[C:13]([CH2:17][O:18][Si:19]([CH:26]([CH3:28])[CH3:27])([CH:23]([CH3:25])[CH3:24])[CH:20]([CH3:22])[CH3:21])[CH:12]=2)=[C:6]([CH:9]=1)[C:7]#[N:8].C1(C)C=CC=CC=1.C(=O)([O-])[O-].[Na+].[Na+].[Cl:42][C:43]1[CH:44]=[C:45](B(O)O)[CH:46]=[CH:47][C:48]=1[Cl:49]>CO.O.CCOC(C)=O.C1C=CC([P]([Pd]([P](C2C=CC=CC=2)(C2C=CC=CC=2)C2C=CC=CC=2)([P](C2C=CC=CC=2)(C2C=CC=CC=2)C2C=CC=CC=2)[P](C2C=CC=CC=2)(C2C=CC=CC=2)C2C=CC=CC=2)(C2C=CC=CC=2)C2C=CC=CC=2)=CC=1>[Cl:42][C:43]1[CH:44]=[C:45]([C:2]2[CH:3]=[CH:4][C:5]([NH:10][C:11]3[CH:16]=[CH:15][CH:14]=[C:13]([CH2:17][O:18][Si:19]([CH:20]([CH3:21])[CH3:22])([CH:26]([CH3:28])[CH3:27])[CH:23]([CH3:25])[CH3:24])[CH:12]=3)=[C:6]([C:7]#[N:8])[CH:9]=2)[CH:46]=[CH:47][C:48]=1[Cl:49] |f:2.3.4,^1:65,67,86,105|. Procedure details: To a suspension of crude 5-bromo-2-(3-((triisopropylsilyloxy)methyl)phenylamino)benzonitrile (3.9 g, 8.49 mmol), tetrakis(triphenylphosphine)palladium(0) (0.438 g, 0.379 mmol), toluene (60 mL), and 2 M aqueous sodium carbonate (9.63 mL, 19.27 mmol) under nitrogen were added a solution of 3,4-dichlorophenylboronic acid (2.203 g, 11.54 mmol) in MeOH (14 mL) at rt. The resulting reaction mixture was heated at reflux for 4 h. After cooling to room temperature, it was diluted with a mixture of water ... Reactants: COC(=O)C1=NC=CN=C1NS(=O)(=O)C1=CC(=C(C=C1)Cl)Cl (3-(3,4-dichloro-benzenesulfonylamino)-pyrazine-2-carboxylic acid methyl ester), [OH-].[Na+] (NaOH). The solvent is CO (methanol). The product is ClC=1C=C(C=CC1Cl)S(=O)(=O)NC=1C(=NC=CN1)C(=O)O (3-(3,4-Dichloro-benzenesulfonylamino)-pyrazine-2-carboxylic acid). Reaction SMILES: C[O:2][C:3]([C:5]1[C:10]([NH:11][S:12]([C:15]2[CH:20]=[CH:19][C:18]([Cl:21])=[C:17]([Cl:22])[CH:16]=2)(=[O:14])=[O:13])=[N:9][CH:8]=[CH:7][N:6]=1)=[O:4].[OH-].[Na+]>CO>[Cl:22][C:17]1[CH:16]=[C:15]([S:12]([NH:11][C:10]2[C:5]([C:3]([OH:4])=[O:2])=[N:6][CH:7]=[CH:8][N:9]=2)(=[O:14])=[O:13])[CH:20]=[CH:19][C:18]=1[Cl:21] |f:1.2|. Procedure details: This title compound was prepared following procedure described in example 42 step 2 wherein 3-(3,4-dichloro-benzenesulfonylamino)-pyrazine-2-carboxylic acid methyl ester was treated with 2M NaOH and methanol. Usual work up afforded the above title product as a white powder. MS: (M+Na)/z=382.0. Reactants: COc1cc2c(Oc3cc4ccccc4nc3C)ccnc2cc1OCC1CO1, ClCCl, [Na+], [OH-], O=C(O)C(F)(F)F. Yields the product COc1cc2c(Oc3cc4ccccc4nc3C)ccnc2cc1OCC(O)CO. As a reaction SMILES: [CH3:1][O:2][c:3]1[cH:4][c:5]2[c:6]([O:18][c:19]3[c:20]([CH3:29])[n:21][c:22]4[cH:23][cH:24][cH:25][cH:26][c:27]4[cH:28]3)[cH:7][cH:8][n:9][c:10]2[cH:11][c:12]1[O:13][CH2:14][CH:15]1[O:16][CH2:17]1.[Cl:39][CH2:40][Cl:41].[Na+:38].[OH-:37].[OH:30][C:31]([C:32]([F:33])([F:34])[F:35])=[O:36]>>[CH3:1][O:2][c:3]1[cH:4][c:5]2[c:6]([O:18][c:19]3[c:20]([CH3:29])[n:21][c:22]4[cH:23][cH:24][cH:25][cH:26][c:27]4[cH:28]3)[cH:7][cH:8][n:9][c:10]2[cH:11][c:12]1[O:13][CH2:14][CH:15]([OH:16])[CH2:17][OH:30]. The reactants are BrCC(=O)Br (bromoacetylbromide), CNC1=C(C(=O)C2=C(C=CC=C2)Cl)C=C(C=C1)Cl (2-methylamino-2', 5-dichlorobenzophenone), C(C)OCC (ethyl ether). The solvent is C(C)(=O)OCC (ethyl acetate). Run at time 8 hour. The product is CN(C1=C(C=C(C=C1)Cl)C(C1=C(C=CC=C1)Cl)=O)C(CBr)=O (N-methyl-2'-(ortho-chlorobenzoyl)-4'-chloro-2-bromoacetanilide). Yield: 81.0%. Reaction SMILES: [CH3:1][NH:2][C:3]1[CH:17]=[CH:16][C:15]([Cl:18])=[CH:14][C:4]=1[C:5]([C:7]1[CH:12]=[CH:11][CH:10]=[CH:9][C:8]=1[Cl:13])=[O:6].[Br:19][CH2:20][C:21](Br)=[O:22].C(OCC)C>C(OCC)(=O)C>[CH3:1][N:2]([C:21](=[O:22])[CH2:20][Br:19])[C:3]1[CH:17]=[CH:16][C:15]([Cl:18])=[CH:14][C:4]=1[C:5](=[O:6])[C:7]1[CH:12]=[CH:11][CH:10]=[CH:9][C:8]=1[Cl:13]. Procedure details: To a solution of 56 g of 2-methylamino-2', 5-dichlorobenzophenone in 400 cc of ethyl acetate there are added an equal volume of ice and then 23 cc of bromoacetylbromide. After stirring overnight at room temperature, 300 cc of ethyl ether are added. The solvent layer is decanted, washed with 2 N caustic soda, and then washed with water until neutral. It is then dried over sodium sulfate, filtered, and evaporated to dryness. The residue is treated with petroleum ether and then recrystallized from ... Reactants: O=C([O-])[O-], CI, CSc1cc(C=O)n[nH]1, [K+], [K+], O. The product is CSc1cc(C=O)nn1C. As a reaction SMILES: [C:10](=[O:11])([O-:12])[O-:13].[CH3:16][I:17].[CH3:1][S:2][c:3]1[cH:4][c:5]([CH:8]=[O:9])[n:6][nH:7]1.[K+:14].[K+:15].[OH2:18]>>[CH3:1][S:2][c:3]1[cH:4][c:5]([CH:8]=[O:9])[n:6][n:7]1[CH3:10]. The reactants are CC(=O)N1CCC(N(C(=O)OC(C)(C)C)N(C(=O)OC(C)(C)C)C(=O)c2ccccc2)CC1, [Li+], C1CCOC1, [OH-], O, O. Product: CC(=O)N1CCC(N(NC(=O)OC(C)(C)C)C(=O)OC(C)(C)C)CC1. Reaction SMILES: [C:1]([CH3:2])(=[O:3])[N:4]1[CH2:5][CH2:6][CH:7]([N:10]([N:11]([C:12](=[O:13])[O:14][C:15]([CH3:16])([CH3:17])[CH3:18])[C:19](=[O:20])[c:21]2[cH:22][cH:23][cH:24][cH:25][cH:26]2)[C:27](=[O:28])[O:29][C:30]([CH3:31])([CH3:32])[CH3:33])[CH2:8][CH2:9]1.[Li+:36].[O:37]1[CH2:38][CH2:39][CH2:40][CH2:41]1.[OH-:35].[OH2:34].[OH2:42]>>[C:1]([CH3:2])(=[O:3])[N:4]1[CH2:5][CH2:6][CH:7]([N:10]([NH:11][C:12](=[O:13])[O:14][C:15]([CH3:16])([CH3:17])[CH3:18])[C:27](=[O:28])[O:29][C:30]([CH3:31])([CH3:32])[CH3:33])[CH2:8][CH2:9]1.